This data is from the Open Reaction Database (ORD), a public repository of structured organic reaction records. The task is: describe an organic reaction: reactants, conditions, products, and yield Starting materials: CC(C)(C)OC(=O)N1CCC(CO)CC1, CCOCC, CS(C)=O, O=C(Cl)C(=O)Cl, ClCCl. The product is CC(C)(C)OC(=O)N1CCC(C=O)CC1. As a reaction SMILES: [C:11](=[O:12])([O:13][C:14]([CH3:15])([CH3:16])[CH3:17])[N:18]1[CH2:19][CH2:20][CH:21]([CH2:24][OH:25])[CH2:22][CH2:23]1.[CH3:29][CH2:30][O:31][CH2:32][CH3:33].[CH3:7][S:8]([CH3:9])=[O:10].[Cl:1][C:2]([C:3]([Cl:4])=[O:5])=[O:6].[Cl:26][CH2:27][Cl:28]>>[C:11](=[O:12])([O:13][C:14]([CH3:15])([CH3:16])[CH3:17])[N:18]1[CH2:19][CH2:20][CH:21]([CH:24]=[O:25])[CH2:22][CH2:23]1. The reactants are para-Aminosalicylic Acid Phenyl Ester Diacyl, C1(=CC=CC=C1)OC(C=1C(O)=CC(=CC1)N)=O (para-aminosalicylic acid phenyl ester). The solvent is C(C)(=O)OC(C)=O (acetic anhydride). Run at time 10 minute. The product is C1(=CC=CC=C1)OC(C1=C(C=C(C=C1)NC(C)=O)OC(C)=O)=O (2-Acetoxy-4-acetamidobenzoic Acid Phenyl Ester). As a reaction SMILES: [C:1]1([O:7][C:8](=[O:17])[C:9]2[C:10](=[CH:12][C:13]([NH2:16])=[CH:14][CH:15]=2)[OH:11])[CH:6]=[CH:5][CH:4]=[CH:3][CH:2]=1>C(OC(=O)C)(=O)C>[C:1]1([O:7][C:8](=[O:17])[C:9]2[CH:15]=[CH:14][C:13]([NH:16][C:1](=[O:7])[CH3:2])=[CH:12][C:10]=2[O:11][C:10](=[O:11])[CH3:9])[CH:6]=[CH:5][CH:4]=[CH:3][CH:2]=1. Procedure details: This compound was prepared using the General Structural Outline for Synthesis of para-Aminosalicylic Acid Phenyl Ester Diacyl Derivatives. In a 50 mL pear shaped flask fitted for reflux were mixed para-aminosalicylic acid phenyl ester (1.45 g) and acetic anhydride (10 mL). Over 10 minutes, the mixture was brought to the boil, and refluxing was continued for 20 minutes. The mixture was allowed to cool to room temperature and stand for two hours, then poured out into a watchglass and allowed to dr... Starting materials: ClC1=NC=C(C(=O)N(C)C2=CC=C(C=C2)F)C=C1 (6-Chloro-N-(4-fluoro-phenyl)-N-methyl-nicotinamide), S.[Na] (Sodium hydrogen sulfide). Run in CN(C)C=O (DMF), C(C)(=O)OCC (ethyl acetate). The product is FC1=CC=C(C=C1)N(C(C1=CN=C(C=C1)S)=O)C (N-(4-Fluoro-phenyl)-6-mercapto-N-methyl-nicotinamide). The yield is 71.9%. RXN SMILES: Cl[C:2]1[CH:18]=[CH:17][C:5]([C:6]([N:8]([C:10]2[CH:15]=[CH:14][C:13]([F:16])=[CH:12][CH:11]=2)[CH3:9])=[O:7])=[CH:4][N:3]=1.[SH2:19].[Na]>CN(C=O)C.C(OCC)(=O)C>[F:16][C:13]1[CH:14]=[CH:15][C:10]([N:8]([CH3:9])[C:6](=[O:7])[C:5]2[CH:17]=[CH:18][C:2]([SH:19])=[N:3][CH:4]=2)=[CH:11][CH:12]=1 |f:1.2,^1:19|. Procedure: 6-Chloro-N-(4-fluoro-phenyl)-N-methyl-nicotinamide (396 mg, 1.5 mmol) was dissolved in anhydrous DMF (6 mL) under nitrogen. Sodium hydrogen sulfide (181 mg, 1.5 mmol) was added and the solution was refluxed for 70 minutes. After cooling, the solution was diluted with ethyl acetate and washed with water. The water was washed with ethyl acetate, and the combined aqueous layers were acidified with 1 N HCl and extracted with ethyl acetate. The combined ethyl acetate layers were washed with water, sa... Reactants: C12NC3CC(CC(C1)C3)(C2)O (2-azatricyclo[3.3.1.13,7]decan-5-ol), C(=O)O (formic acid), OS(=O)(=O)O.O=S(=O)=O (oleum), C(=O)O (formic acid), CO (methanol). Conditions: temperature 60 celsius, time 1 hour. The product is C12NC3CC(CC(C1)C3)(C2)C(=O)OC (methyl 2-azatricyclo[3.3.1.13,7]decane-5-carboxylate). Yield: 50.0%. As a reaction SMILES: [CH:1]12[CH2:10][C:5]3(O)[CH2:6][CH:7]([CH2:9][CH:3]([CH2:4]3)[NH:2]1)[CH2:8]2.[CH:12]([OH:14])=[O:13].OS(O)(=O)=O.O=S(=O)=O.[CH3:24]O>>[CH:1]12[CH2:10][C:5]3([C:12]([O:14][CH3:24])=[O:13])[CH2:6][CH:7]([CH2:9][CH:3]([CH2:4]3)[NH:2]1)[CH2:8]2 |f:2.3|. Procedure: To 2-azatricyclo[3.3.1.13,7]decan-5-ol (Intermediate-7) (1.5 g, 5.9 mmol, 1 eq), 98% formic acid (9 ml) was added drop wise with vigorous gas evolution for over 30 minutes to a rapidly stirred 30% oleum (36 ml) heated to 60° C. Upon completion of this addition, 99% formic acid (9 ml) was slowly added for the next 30 minutes. The reaction mixture was stirred for another 1 hr at 60° C. (monitored by LCMS). The reaction mixture thus formed was then slowly poured into vigorously stirred methanol (75... Reactants: C(C)(C)(C)C1=CC=C(C=C1)N1C(C2=C(C=CC=C2C1)C=CC1=CC=NC=C1)=O (2-(4-t-Butylphenyl)-7-(2-pyridin-4-yl-vinyl)-2,3-dihydro-isoindol-1-one). Reagents/catalysts: [Pd] (Pd/C). Solvent: CCO (EtOH). Run at time 8.5 hour. The product is C(C)(C)(C)C1=CC=C(C=C1)N1C(C2=C(C=CC=C2C1)CCC1=CC=NC=C1)=O (2-(4-t-butyl-phenyl)-7-(2-pyridin-4-yl-ethyl)-2,3-dihydro-isoindol-1-one). RXN SMILES: [C:1]([C:5]1[CH:10]=[CH:9][C:8]([N:11]2[CH2:19][C:18]3[C:13](=[C:14]([CH:20]=[CH:21][C:22]4[CH:27]=[CH:26][N:25]=[CH:24][CH:23]=4)[CH:15]=[CH:16][CH:17]=3)[C:12]2=[O:28])=[CH:7][CH:6]=1)([CH3:4])([CH3:3])[CH3:2]>[Pd].CCO>[C:1]([C:5]1[CH:10]=[CH:9][C:8]([N:11]2[CH2:19][C:18]3[C:13](=[C:14]([CH2:20][CH2:21][C:22]4[CH:23]=[CH:24][N:25]=[CH:26][CH:27]=4)[CH:15]=[CH:16][CH:17]=3)[C:12]2=[O:28])=[CH:7][CH:6]=1)([CH3:4])([CH3:2])[CH3:3]. Procedure: 2-(4-t-Butylphenyl)-7-(2-pyridin-4-yl-vinyl)-2,3-dihydro-isoindol-1-one (92 mg, Example 67) and 10% Pd/C (22 mg) were weighed into a flask. EtOH (7 mL) was added and the mixture was stirred under balloon pressure of H2 at RT for 8.5 h. Catalyst was removed by filtration and the filtrate was concentrated to give a white solid as crude product. The crude was purified by silica gel chromatography (25 g, 10-50% EtOAc/hexanes) to afford 2-(4-t-butyl-phenyl)-7-(2-pyridin-4-yl-ethyl)-2,3-dihydro-isoind... Reactants: C1=CC=CC=2C=CC3=C(C12)C=CC1=C(C3=O)C=CC=C1 (7H-benzo[4,5]cyclohepta[1,2-a]naphthalen-7-one), C[Li] (methyl lithium). The solvent is O1CCCC1 (tetrahydrofuran), C(C)OCC (diethyl ether). The product is OC1(C2=C(C=CC3=C1C=CC=1C=CC=CC31)C=CC=C2)C (7-hydroxy-7-methyl-7H-benzo[4,5]cyclohepta[1,2-a]naphthalene). As a reaction SMILES: [CH:1]1[C:10]2[C:9]3[CH:11]=[CH:12][C:13]4[CH:20]=[CH:19][CH:18]=[CH:17][C:14]=4[C:15](=[O:16])[C:8]=3[CH:7]=[CH:6][C:5]=2[CH:4]=[CH:3][CH:2]=1.[CH3:21][Li]>O1CCCC1.C(OCC)C>[OH:16][C:15]1([CH3:21])[C:8]2[CH:7]=[CH:6][C:5]3[CH:4]=[CH:3][CH:2]=[CH:1][C:10]=3[C:9]=2[CH:11]=[CH:12][C:13]2[CH:20]=[CH:19][CH:18]=[CH:17][C:14]1=2. Procedure: To a solution of 7H-benzo[4,5]cyclohepta[1,2-a]naphthalen-7-one (1.75 g, prepared by the method of Bergmann et al, J. Org. Chem., 1963, 28, 3341) in dry tetrahydrofuran (40 ml) at 0° C. under nitrogen was added a solution of methyl lithium in diethyl ether (8 ml of 1.4M). After 90 minutes at 0° C. the reaction was quenched by the dropwise addition of water (20 ml) and the reaction mixture extracted into diethyl ether (2×75ml). dried (Na2SO4), filtered and the solvents removed under reduced press... Starting materials: C1(=CC=CC=C1)C([C@@H](CC=C)O)C1=CC=CC=C1 ((2R)-1,1-diphenyl-pent-4-ene-2-ol), C1(=CC=CC=C1)C([C@H](CC=C)OCC=C)C1=CC=CC=C1 ((2S)-1,1-Diphenyl-2-Allyloxy-Pent-4-en). Solvent: CO (MeOH). The product is C1(=CC=CC=C1)C([C@@H](CC=C)OCC=C)C1=CC=CC=C1 ((2R)-1,1-Diphenyl-2-Allyloxy-Pent-4-en). RXN SMILES: C1(C(C2C=CC=CC=2)[C@H](O)CC=C)C=CC=CC=1.[C:19]1([CH:25]([C:34]2[CH:39]=[CH:38][CH:37]=[CH:36][CH:35]=2)[C@@H:26]([O:30][CH2:31][CH:32]=[CH2:33])[CH2:27][CH:28]=[CH2:29])[CH:24]=[CH:23][CH:22]=[CH:21][CH:20]=1>CO>[C:34]1([CH:25]([C:19]2[CH:20]=[CH:21][CH:22]=[CH:23][CH:24]=2)[C@H:26]([O:30][CH2:31][CH:32]=[CH2:33])[CH2:27][CH:28]=[CH2:29])[CH:35]=[CH:36][CH:37]=[CH:38][CH:39]=1. Procedure: (2R)-1,1-diphenyl-pent-4-en-2-ol 25b (0.42 g, 1.75 mmol) was reacted with allyl bromide (0.63 g, 5.25 mmol) (Procedure B) to yield (2R)-1,1-Diphenyl-2-Allyloxy-Pent-4-en 26b, 0.43 g (87%, [α]D=(−)20, c=1, MeOH). The 1HNMR and 13CNMR were identical with (2R)-1,1-diphenyl-2-alluloxy-pent-4-en shown above. RXN SMILES: [NH2:1][C:2]1[CH:12]=[CH:11][C:5]([C:6]([O:8][CH2:9][CH3:10])=[O:7])=[CH:4][CH:3]=1.C(N=C=NC(C)C)(C)C.[Cl:22][C:23]1[CH:24]=[CH:25][C:26]([C:44]#[N:45])=[C:27]([C:29]2[C:34]([O:35][CH3:36])=[CH:33][N:32]([CH:37]([CH2:41][CH3:42])[C:38](O)=[O:39])[C:31](=[O:43])[CH:30]=2)[CH:28]=1.C(OC)(C)(C)C>CN(C)C=O.O>[Cl:22][C:23]1[CH:24]=[CH:25][C:26]([C:44]#[N:45])=[C:27]([C:29]2[C:34]([O:35][CH3:36])=[CH:33][N:32]([CH:37]([CH2:41][CH3:42])[C:38]([NH:1][C:2]3[CH:3]=[CH:4][C:5]([C:6]([O:8][CH2:9][CH3:10])=[O:7])=[CH:11][CH:12]=3)=[O:39])[C:31](=[O:43])[CH:30]=2)[CH:28]=1. Solvent: O (water), CN(C=O)C (dimethylformamide). Reported procedure: Under argon and at RT, 476 mg (2.9 mmol, 1.0 eq.) of ethyl 4-aminobenzoate and 41 mg (0.29 mmol, 0.1 eq.) of Oxima and then, dropwise, 452 μl (2.9 mmol, 1.0 eq.) of N,N′-diisopropylcarbodiimide (DIC) were added to a solution of 1.0 g (2.9 mmol) of 2-[4-(5-chloro-2-cyanophenyl)-5-methoxy-2-oxopyridin-1(2H)-yl]butanoic acid (racemate) in 10 ml of dimethylformamide. The reaction mixture was stirred at 40-45° C. for 3 h and cooled to RT, methyl tert-butyl ether and water were added and the mixture w... Conditions: temperature 42.5 celsius, time 3 hour. Starting materials: C(C)(C)(C)OC (methyl tert-butyl ether), NC1=CC=C(C(=O)OCC)C=C1 (ethyl 4-aminobenzoate), C(C)(C)N=C=NC(C)C (N,N′-diisopropylcarbodiimide), ClC=1C=CC(=C(C1)C1=CC(N(C=C1OC)C(C(=O)O)CC)=O)C#N (2-[4-(5-chloro-2-cyanophenyl)-5-methoxy-2-oxopyridin-1(2H)-yl]butanoic acid). The product is ClC=1C=CC(=C(C1)C1=CC(N(C=C1OC)C(C(=O)NC1=CC=C(C(=O)OCC)C=C1)CC)=O)C#N (Ethyl 4-({2-[4-(5-chloro-2-cyanophenyl)-5-methoxy-2-oxopyridin-1(2H)-yl]butanoyl}amino)benzoate).